Dataset: the Open Reaction Database (ORD), a public repository of structured organic reaction records. Task: describe an organic reaction: reactants, conditions, products, and yield Reactants: CN1C(CCC1)=NC(=S)NC1=CC=CC=C1 (N-(1-methyl-2-pyrrolidinylidene)-N'-phenylthiourea), IC (iodomethane). The solvent is CC(=O)C (acetone), CC(=O)C (acetone). Yields the product I.CN1C(CCC1)=NC(=NC1=CC=CC=C1)SC (methyl N-(1-methyl-2-pyrrolidinylidene)-N'-phenylcarbamimidothioate hydroiodide). Reaction SMILES: [CH3:1][N:2]1[CH2:6][CH2:5][CH2:4][C:3]1=[N:7][C:8]([NH:10][C:11]1[CH:16]=[CH:15][CH:14]=[CH:13][CH:12]=1)=[S:9].[I:17][CH3:18]>CC(C)=O>[IH:17].[CH3:1][N:2]1[CH2:6][CH2:5][CH2:4][C:3]1=[N:7][C:8]([S:9][CH3:18])=[N:10][C:11]1[CH:16]=[CH:15][CH:14]=[CH:13][CH:12]=1 |f:3.4|. Reported procedure: To a solution of 34.86 g (0.15 mole) of N-(1-methyl-2-pyrrolidinylidene)-N'-phenylthiourea in 500 ml of acetone is added 21.3 g (0.15 mole) of iodomethane in acetone. The solution is refluxed for 1/2 hour and allowed to stand at room temperature for an additional hour. A solid, crystallizes upon cooling (ice bath). Following recrystallization from methanol-isopropanol, pure methyl N-(1-methyl-2-pyrrolidinylidene)-N'-phenylcarbamimidothioate hydroiodide is obtained; m.p. 145°-147° C. The reactants are CCO, O=[N+]([O-])c1ccncc1Nc1ccc2cn[nH]c2c1. Yields the product Nc1ccncc1Nc1ccc2cn[nH]c2c1. Reaction SMILES: [CH3:20][CH2:21][OH:22].[N+:1]([O-:2])(=[O:3])[c:4]1[c:5]([NH:10][c:11]2[cH:12][cH:13][c:14]3[cH:15][n:16][nH:17][c:18]3[cH:19]2)[cH:6][n:7][cH:8][cH:9]1>>[NH2:1][c:4]1[c:5]([NH:10][c:11]2[cH:12][cH:13][c:14]3[cH:15][n:16][nH:17][c:18]3[cH:19]2)[cH:6][n:7][cH:8][cH:9]1. As a reaction SMILES: [CH3:1][N:2]1[C:3](=[O:22])[CH:4]2[CH2:5][CH2:6][CH2:7][CH:8]([C:9]1=[O:10])[N:11]2[C:12]([O:13][CH2:14][c:15]1[cH:16][cH:17][cH:18][cH:19][cH:20]1)=[O:21].[CH3:25][CH2:26][O:27][C:28](=[O:29])[CH3:30].[H:23][H:24]>>[CH3:1][N:2]1[C:3](=[O:22])[CH:4]2[CH2:5][CH2:6][CH2:7][CH:8]([C:9]1=[O:10])[NH:11]2. Starting materials: CN1C(=O)C2CCCC(C1=O)N2C(=O)OCc1ccccc1, CCOC(C)=O, [H][H]. The product is CN1C(=O)C2CCCC(N2)C1=O.